The task is: describe an organic reaction: reactants, conditions, products, and yield. This data is from the Open Reaction Database (ORD), a public repository of structured organic reaction records. The reactants are ClCCl, COc1ccc(C(O)C#CC(=O)OCC=C(C)C)cc1. The product is COc1ccc(C(=O)C#CC(=O)OCC=C(C)C)cc1. RXN SMILES: [CH2:21]([Cl:22])[Cl:23].[OH:1][CH:2]([C:3]#[C:4][C:5](=[O:6])[O:7][CH2:8][CH:9]=[C:10]([CH3:11])[CH3:12])[c:13]1[cH:14][cH:15][c:16]([O:19][CH3:20])[cH:17][cH:18]1>>[O:1]=[C:2]([C:3]#[C:4][C:5](=[O:6])[O:7][CH2:8][CH:9]=[C:10]([CH3:11])[CH3:12])[c:13]1[cH:14][cH:15][c:16]([O:19][CH3:20])[cH:17][cH:18]1. Reactants: CN(C)CCCO, CN(C)C=O, CCOC(C)=O, O=S(=O)(c1ccc(C=Cc2ccc(F)cc2F)nc1)c1ccccc1F, [H-], [Na+]. The product is CN(C)CCCOc1ccccc1S(=O)(=O)c1ccc(C=Cc2ccc(F)cc2F)nc1. RXN SMILES: [CH3:1][N:2]([CH2:3][CH2:4][CH2:5][OH:6])[CH3:7].[CH3:36][N:37]([CH3:38])[CH:39]=[O:40].[CH3:41][CH2:42][O:43][C:44](=[O:45])[CH3:46].[F:10][c:11]1[c:12]([CH:18]=[CH:19][c:20]2[n:21][cH:22][c:23]([S:26](=[O:27])(=[O:28])[c:29]3[c:30]([F:35])[cH:31][cH:32][cH:33][cH:34]3)[cH:24][cH:25]2)[cH:13][cH:14][c:15]([F:17])[cH:16]1.[H-:8].[Na+:9]>>[CH3:1][N:2]([CH2:3][CH2:4][CH2:5][O:6][c:30]1[c:29]([S:26]([c:23]2[cH:22][n:21][c:20]([CH:19]=[CH:18][c:12]3[c:11]([F:10])[cH:16][c:15]([F:17])[cH:14][cH:13]3)[cH:25][cH:24]2)(=[O:27])=[O:28])[cH:34][cH:33][cH:32][cH:31]1)[CH3:7]. Reactants: CP(OC)=O (Methyl methylphosphinate), C(C)(=O)OC=C (vinyl acetate). Yields the product C(C)(=O)OCCP(=O)(C)OC (2-(methoxy(methyl)phosphoryl)ethyl acetate). As a reaction SMILES: [CH3:1][PH:2](=[O:5])[O:3][CH3:4].[C:6]([O:9][CH:10]=[CH2:11])(=[O:8])[CH3:7]>>[C:6]([O:9][CH2:10][CH2:11][P:2]([O:3][CH3:4])([CH3:1])=[O:5])(=[O:8])[CH3:7]. Reported procedure: Various multistep processes to prepare phosphinothricin are known in the art. For example, some routes utilize phosphorus trichloride to produce a phosphinate precursor, which is subjected to hydroformylation-aminocarbonylation, followed by hydrolysis to produce phosphinothricin. In particular, one process for producing phosphinothricin generally comprises converting phosphorus trichloride to methylphosphonous dichloride or a derivative thereof. The methylphosphonous dichloride or derivative the... Run in CN(C)C=O (DMF), CN(C)C=O (DMF), O (water). RXN SMILES: [C:1]([C:4]1[CH:9]=[CH:8][CH:7]=[C:6]([CH2:10][CH2:11][CH2:12][OH:13])[N:5]=1)(=[O:3])[CH3:2].[F:14][C:15]([F:31])([F:30])[C:16]1[O:20][N:19]=[C:18]([C:21]2[CH:26]=[C:25]([CH3:27])[C:24](O)=[C:23]([CH3:29])[CH:22]=2)[N:17]=1.C1(P(C2C=CC=CC=2)C2C=CC=CC=2)C=CC=CC=1.CCOC(/N=N/C(OCC)=O)=O>CN(C=O)C.O>[C:1]([C:4]1[CH:9]=[CH:8][CH:7]=[C:6]([CH2:10][CH2:11][CH2:12][O:13][C:24]2[C:23]([CH3:29])=[CH:22][C:21]([C:18]3[N:17]=[C:16]([C:15]([F:14])([F:31])[F:30])[O:20][N:19]=3)=[CH:26][C:25]=2[CH3:27])[N:5]=1)(=[O:3])[CH3:2]. The product is C(C)(=O)C1=NC(=CC=C1)CCCOC1=C(C=C(C=C1C)C1=NOC(=N1)C(F)(F)F)C (2-acetyl-6-[3-[4-(5-trifluoromethyl-1,2,4-oxadiazol-3-yl)-2,6-dimethylphenoxy]-propyl]-pyridine). Conditions: time 8 hour. Starting materials: CCOC(=O)/N=N/C(=O)OCC (DEAD), C(C)(=O)C1=NC(=CC=C1)CCCO (2-acetyl-6-(3-hydroxypropyl)-pyridine), FC(C1=NC(=NO1)C1=CC(=C(C(=C1)C)O)C)(F)F (4-(5-trifluoromethyl-1,2,4-oxadiazol-3-yl)-2,6-dimethylphenol), C1(=CC=CC=C1)P(C1=CC=CC=C1)C1=CC=CC=C1 (triphenylphosphine). Reported procedure: To a suspension of 0.1 g (0.55 mmol) of 2-acetyl-6-(3-hydroxypropyl)-pyridine, 0.14 g of 4-(5-trifluoromethyl-1,2,4-oxadiazol-3-yl)-2,6-dimethylphenol, 0.175 g (1.2 eq) of triphenylphosphine in DMF under nitrogen at 0° C. was added dropwise a solution of 0.097 g (1.2 eq) of DEAD in DMF. The bright red solution was stirred at room temperature overnight, diluted with water, and extracted with ethyl acetate. The organic layer was dried over magnesium sulfate, concentrated in vacuo, and the residue ... Reactants: C(C)O (ethanol), FC=1C=CC(=C(OCC=2C(=CC=C3NC(C(N(C23)C)=O)(C)C)C2=C(C=C(C=C2)[N+](=O)[O-])OC)C1)C (8-(5-fluoro-2-methylphenoxymethyl)-7-(2-methoxy-4-nitrophenyl)-1,3,3-trimethyl-3,4-dihydro-1H-quinoxalin-2-one), [Sn](Cl)(Cl)(Cl)Cl (tin chloride), CN(C=O)C (N,N-dimethylformamide). Solvent: C(C)(=O)OCC (ethyl acetate), C(O)([O-])=O.[Na+] (sodium hydrogen carbonate). Reaction conditions: temperature 80 celsius, time 3 day. The product is NC1=CC(=C(C=C1)C1=CC=C2NC(C(N(C2=C1COC1=C(C=CC(=C1)F)C)C)=O)(C)C)OC (7-(4-Amino-2-methoxyphenyl)-8-(5-fluoro-2-methylphenoxymethyl)-1,3,3-trimethyl-3,4-dihydro-1H-quinoxalin-2-one). The yield is 49.5%. RXN SMILES: [F:1][C:2]1[CH:3]=[CH:4][C:5]([CH3:35])=[C:6]([CH:34]=1)[O:7][CH2:8][C:9]1[C:10]([C:23]2[CH:28]=[CH:27][C:26]([N+:29]([O-])=O)=[CH:25][C:24]=2[O:32][CH3:33])=[CH:11][CH:12]=[C:13]2[C:18]=1[N:17]([CH3:19])[C:16](=[O:20])[C:15]([CH3:22])([CH3:21])[NH:14]2.[Sn](Cl)(Cl)(Cl)Cl.CN(C)C=O.C(O)C>C(OCC)(=O)C.C(=O)([O-])O.[Na+]>[NH2:29][C:26]1[CH:27]=[CH:28][C:23]([C:10]2[C:9]([CH2:8][O:7][C:6]3[CH:34]=[C:2]([F:1])[CH:3]=[CH:4][C:5]=3[CH3:35])=[C:18]3[C:13]([NH:14][C:15]([CH3:22])([CH3:21])[C:16](=[O:20])[N:17]3[CH3:19])=[CH:12][CH:11]=2)=[C:24]([O:32][CH3:33])[CH:25]=1 |f:5.6|. Procedure details: A mixture of 8-(5-fluoro-2-methylphenoxymethyl)-7-(2-methoxy-4-nitrophenyl)-1,3,3-trimethyl-3,4-dihydro-1H-quinoxalin-2-one (Reference Compound No. 8-6, 26.1 mg, 0.0544 mmol) and tin chloride (II) (64.8 mg, 0.342 mmol) was suspended in mixed solvent of anhydrous N,N-dimethylformamide (0.25 ml) and anhydrous ethanol (0.5 mL), and stirred at 80° C. for 3 days. After cooling down, the reaction mixture was diluted with ethyl acetate (10 mL) and saturated aqueous sodium hydrogen carbonate solution wa... Starting materials: FC(COC(C(CF)F)=O)(C(C(F)(F)F)F)F (2,3-difluoropropionic acid-2,2,3,4,4,4-hexafluorobutylester), C1(O)=CC=C(O)C=C1 (hydroquinone), N12CCCN=C2CCC1 (1,5-diazabicyclo[4.3.0]non-5-ene). Run in C(C)OCC (diethyl ether), C(C)OCC (diethyl ether). Product: FC(C(=O)OCC(C(C(F)(F)F)F)(F)F)=C (2,2,3,4,4,4-hexafluorobutyl α-fluoroacrylate). Yield: 45.3%. As a reaction SMILES: [F:1][C:2]([F:17])([CH:11]([F:16])[C:12]([F:15])([F:14])[F:13])[CH2:3][O:4][C:5](=[O:10])[CH:6]([F:9])[CH2:7]F.C1(C=CC(O)=CC=1)O.N12CCCC1=NCCC2>C(OCC)C>[F:9][C:6](=[CH2:7])[C:5]([O:4][CH2:3][C:2]([F:1])([F:17])[CH:11]([F:16])[C:12]([F:15])([F:14])[F:13])=[O:10]. Procedure: To a solution of 55.5 g (0.2 mole) of 2,3-difluoropropionic acid-2,2,3,4,4,4-hexafluorobutylester and a spatula tipful of hydroquinone in 550 ml of dry diethyl ether there was added dropwise at -10° C. a solution of 23 g (0.19 mole) of 1,5-diazabicyclo[4.3.0]non-5-ene in 140 ml of dry diethyl ether. The solvent was then distilled off in vacuo in the cold and the residue remaining was fractionated. In this way, 23 g of 2,2,3,4,4,4-hexafluorobutyl α-fluoroacrylate were obtained having a boiling po...